This data is from the Open Reaction Database (ORD), a public repository of structured organic reaction records. The task is: describe an organic reaction: reactants, conditions, products, and yield The reactants are C(=O)C=1C=C2C(=C(NC2=CC1)C(=O)N)SC1=CC=CC=C1 (5-formyl-3-phenylsulfanyl-1H-indole-2-carboxylic acid amide), FC1=C(N)C=CC=C1 (2-fluoroaniline). Run in CO.C(Cl)Cl (MeOH CH2Cl2). Product: FC1=C(C=CC=C1)NCC=1C=C2C(=C(NC2=CC1)C(=O)N)SC1=CC=CC=C1 (5-[(2-Fluorophenylamino)methyl]-3-phenylsulfanyl-1H-indole-2-carboxylic acid amide). RXN SMILES: [CH:1]([C:3]1[CH:4]=[C:5]2[C:9](=[CH:10][CH:11]=1)[NH:8][C:7]([C:12]([NH2:14])=[O:13])=[C:6]2[S:15][C:16]1[CH:21]=[CH:20][CH:19]=[CH:18][CH:17]=1)=O.[F:22][C:23]1[CH:29]=[CH:28][CH:27]=[CH:26][C:24]=1[NH2:25]>CO.C(Cl)Cl>[F:22][C:23]1[CH:29]=[CH:28][CH:27]=[CH:26][C:24]=1[NH:25][CH2:1][C:3]1[CH:4]=[C:5]2[C:9](=[CH:10][CH:11]=1)[NH:8][C:7]([C:12]([NH2:14])=[O:13])=[C:6]2[S:15][C:16]1[CH:21]=[CH:20][CH:19]=[CH:18][CH:17]=1 |f:2.3|. Procedure: Treat 5-formyl-3-phenylsulfanyl-1H-indole-2-carboxylic acid amide 13 (m=0, R3=Ph) (50 mg, 0.17 mmol) with 2-fluoroaniline (55 mg, 0.50 mmol) as described in General Procedure X to afford Iai (12 mg, 18.2%) as an ivory colored solid, tlc Rf=0.8 (5% MeOH/CH2Cl2-0.2% Et3N), m/z obs=392 (M+1). Procedure details: Treatment of 15 (741 mg, 3 mmol) according to a procedure similar that used for making 11a afforded 16 (524 mg, 75% yield) as a colorless solid, mp 173°-174° C. Spectral data: 13C NMR (CD3 SOCD3): δ 11.7, 17.3, 23.9, 27.0, 40.6, 63.7, 115.4, 121.1, 122.8, 135.6, 149.2, 167.2; HRMS: calcd. for C14H19NO2 233.1415, fnd. 233.1416. Anal: calcd. for C14H19NO2C, 72.08, N, 6.00, H, 8.20, fnd. C, 71.88, N, 5.95, H, 8.22. As a reaction SMILES: [C:1]([N:4]1[C:12]2[C:7](=[C:8]([CH3:16])[C:9]([O:14]C)=[C:10]([CH3:13])[CH:11]=2)[C:6]([CH3:18])([CH3:17])[CH2:5]1)(=[O:3])[CH3:2].C(N1C2C(=C(C)C(O)=C(C)C=2)C(C)C1)(=O)C>>[C:1]([N:4]1[C:12]2[C:7](=[C:8]([CH3:16])[C:9]([OH:14])=[C:10]([CH3:13])[CH:11]=2)[C:6]([CH3:18])([CH3:17])[CH2:5]1)(=[O:3])[CH3:2]. Product: C(C)(=O)N1CC(C2=C(C(=C(C=C12)C)O)C)(C)C (N-Acetyl-5-hydroxy-3,3,4,6-tetramethylindoline). Isolated yield 74.9%. Starting materials: C(C)(=O)N1CC(C2=C(C(=C(C=C12)C)OC)C)(C)C (N-Acetyl-5-methoxy-3,3,4,6-tetramethylindoline), C(C)(=O)N1CC(C2=C(C(=C(C=C12)C)O)C)C (N-Acetyl-5-hydroxy-3,4,6-trimethylindoline).